Dataset: the Open Reaction Database (ORD), a public repository of structured organic reaction records. Task: describe an organic reaction: reactants, conditions, products, and yield Starting materials: COc1cc([N+](=O)[O-])ccc1-n1cccc(Br)c1=O, CCCCC([Sn])=C(CCCC)CCCC, C1COCCO1. Yields the product C=Cc1cccn(-c2ccc([N+](=O)[O-])cc2OC)c1=O. As a reaction SMILES: [Br:1][c:2]1[c:3](=[O:19])[n:4](-[c:8]2[c:9]([O:17][CH3:18])[cH:10][c:11]([N+:14](=[O:15])[O-:16])[cH:12][cH:13]2)[cH:5][cH:6][cH:7]1.[CH2:20]([CH2:21][CH2:33][CH3:34])[C:22]([Sn:23])=[C:24]([CH2:25][CH2:26][CH2:27][CH3:28])[CH2:29][CH2:30][CH2:31][CH3:32].[O:35]1[CH2:36][CH2:37][O:38][CH2:39][CH2:40]1>>[c:2]1([CH:20]=[CH2:21])[c:3](=[O:19])[n:4](-[c:8]2[c:9]([O:17][CH3:18])[cH:10][c:11]([N+:14](=[O:15])[O-:16])[cH:12][cH:13]2)[cH:5][cH:6][cH:7]1. The reactants are COC1=C(C=CC=2SC=3NCCCC3N2)C=CC=C1OC (2-(2,3-dimethoxystyryl)-4,5,6,7-tetrahydrothiazolo[5,4-b]pyridine), C(C)(=O)OC(C)=O (acetic anhydride), C([O-])(O)=O.[Na+] (sodium bicarbonate). Solvent: N1=CC=CC=C1 (pyridine). Run at temperature 80 celsius, time 3 hour. Yields the product C(C)(=O)N1C2=C(CCC1)N=C(S2)C=CC2=C(C(=CC=C2)OC)OC (4-Acetyl-2-(2,3-dimethoxystyryl)-4,5,6,7-tetrahydrothiazolo[5,4-b]pyridine). The yield is 76.3%. RXN SMILES: [CH3:1][O:2][C:3]1[C:19]([O:20][CH3:21])=[CH:18][CH:17]=[CH:16][C:4]=1[CH:5]=[CH:6][C:7]1[S:8][C:9]2[NH:10][CH2:11][CH2:12][CH2:13][C:14]=2[N:15]=1.[C:22](OC(=O)C)(=[O:24])[CH3:23].C(=O)(O)[O-].[Na+]>N1C=CC=CC=1>[C:22]([N:10]1[CH2:11][CH2:12][CH2:13][C:14]2[N:15]=[C:7]([CH:6]=[CH:5][C:4]3[CH:16]=[CH:17][CH:18]=[C:19]([O:20][CH3:21])[C:3]=3[O:2][CH3:1])[S:8][C:9]1=2)(=[O:24])[CH3:23] |f:2.3|. Procedure details: to a solution of 2-(2,3-dimethoxystyryl)-4,5,6,7-tetrahydrothiazolo[5,4-b]pyridine (1.0 g, 3.3 mmole) in pyridine (10 ml) was added dropwise acetic anhydride (0.68 g, 6.6 mmole) with ice-cooling. The reaction mixture was heated with stirring at 80° C. for 3 hours and then a sodium bicarbonate solution was added to the mixture which was extracted with a chloroform-methanol mixed solvent. The extract was dried over magnesium sulfate and concentrated. The residue was purified by flash column chroma... Reactants: FC1=CC=C(C=C1)CC(=O)O (4-fluorophenylacetic acid), S(=O)(Cl)Cl (thionyl chloride), N1=CC=CC=C1 (pyridine). The solvent is ClCCCl (1,2-dichloroethane). Reaction conditions: time 30 minute. Yields the product FC=1C=C2CCC(CC2=CC1)=O (6-fluoro-3,4-dihydro-2(1H)-naphthalenone). RXN SMILES: [F:1][C:2]1[CH:7]=[CH:6][C:5]([CH2:8][C:9]([OH:11])=O)=[CH:4][CH:3]=1.S(Cl)(Cl)=O.N1C=CC=[CH:18][CH:17]=1>ClCCCl>[F:1][C:2]1[CH:3]=[C:4]2[C:5](=[CH:6][CH:7]=1)[CH2:8][C:9](=[O:11])[CH2:18][CH2:17]2. Procedure: To a solution of 30 g of 4-fluorophenylacetic acid and 48.9 g of thionyl chloride in 60 ml of 1,2-dichloroethane was added a catalytic quantity of pyridine, and the solution was then refluxed for 5 hours under an atmosphere of nitrogen. Following removal of the 1,2-dichloroethane, the product was added dropwise to an ice cooled suspension of 48.6 g of aluminum chloride in 200 ml of dichloromethane. Following stirring for 30 minutes, ethylene gas was blown into the reaction vessel, and after a fu... Reactants: C(C)(C)(C)OC(=O)NNC1CC1 (N′-cyclopropyl-hydrazinecarboxylic acid tert-butyl ester), C(C)(C)(C)OC(=O)N1OC1C1=CC=C(C=C1)C#N (3-(4-cyano-phenyl)-oxaziridine-2-carboxylic acid tert-butyl ester), C1(CC1)N (cyclopropylamine), CCOCC (Et2O). Reaction conditions: time 2 hour. The product is C1(CC1)N1N=C2CCNCCC2=C1C1=CC=CC=C1 (2-Cyclopropyl-3-phenyl-2,4,5,6,7,8-hexahydro-1,2,6-triaza-azulene). RXN SMILES: C(O[C:6]([NH:8][NH:9][CH:10]1[CH2:12][CH2:11]1)=O)(C)(C)C.C(OC(N1C([C:23]2[CH:28]=[CH:27][C:26]([C:29]#N)=[CH:25][CH:24]=2)O1)=O)(C)(C)C.[CH:31]1([NH2:34])[CH2:33][CH2:32]1.[CH3:35][CH2:36]OCC>>[CH:10]1([N:9]2[C:29]([C:26]3[CH:25]=[CH:24][CH:23]=[CH:28][CH:27]=3)=[C:33]3[C:6]([CH2:35][CH2:36][NH:34][CH2:31][CH2:32]3)=[N:8]2)[CH2:11][CH2:12]1. Procedure details: N′-cyclopropyl-hydrazinecarboxylic acid tert-butyl ester. To a solution of 1.37 g of 3-(4-cyano-phenyl)-oxaziridine-2-carboxylic acid tert-butyl ester in Et2O (8 mL) was added 1.2 mL of cyclopropylamine. The mixture was aged for 2 h and then concentrated in vacuo. Chromatography on SiO2 (0 to 25% EtOAc/hexanes) provided an impure pale yellow solid that was sublimed under high vacuum in a 50° C. oil bath to afford 641 mg of the desired compound. 1H NMR (500 MHz, CDCl3): 6.31 (br s, 1H), 3.49 (br ... The reactants are aqueous solution, CNC (dimethylamine), Cl.ClC1=CC=C(C=C1)C1(CCN(CC1)C(CC(C(=O)C1=CC=CC=C1)F)F)O (γ-[4-(p-chlorophenyl)-4-hydroxypiperidin-1-yl]-2,4-difluorobutyrophenone hydrochloride). The solvent is C1=CC=CC=C1 (benzene). Conditions: time 27 hour. The product is ClC1=CC=C(C=C1)C1(CCN(CC1)C(CC(C(=O)C1=CC=CC=C1)N(C)C)F)O (γ-[4-(p-chlorophenyl)-4-hydroxypiperidin-1-yl]-2-dimethylamino-4-fluorobutyrophenone). RXN SMILES: Cl.[Cl:2][C:3]1[CH:8]=[CH:7][C:6]([C:9]2([OH:28])[CH2:14][CH2:13][N:12]([CH:15]([F:27])[CH2:16][CH:17](F)[C:18]([C:20]3[CH:25]=[CH:24][CH:23]=[CH:22][CH:21]=3)=[O:19])[CH2:11][CH2:10]2)=[CH:5][CH:4]=1.[CH3:29][NH:30][CH3:31]>C1C=CC=CC=1>[Cl:2][C:3]1[CH:8]=[CH:7][C:6]([C:9]2([OH:28])[CH2:14][CH2:13][N:12]([CH:15]([F:27])[CH2:16][CH:17]([N:30]([CH3:31])[CH3:29])[C:18]([C:20]3[CH:25]=[CH:24][CH:23]=[CH:22][CH:21]=3)=[O:19])[CH2:11][CH2:10]2)=[CH:5][CH:4]=1 |f:0.1|. Reported procedure: To a suspension of γ-[4-(p-chlorophenyl)-4-hydroxypiperidin-1-yl]-2,4-difluorobutyrophenone hydrochloride (2.0 g) in benzene (160 ml) were added 80 g of 40 % aqueous solution of dimethylamine, and the resulting mixture was stirred at room temperature for 27 hours. The benzene layer was separated, washed with water, dried over anhydrous sodium sulfate and concentrated under reduced pressure. The residue was sufficiently triturated and washed with n-hexane to afford γ-[4-(p-chlorophenyl)-4-hydroxy...